describe an organic reaction: reactants, conditions, products, and yield From a dataset of the Open Reaction Database (ORD), a public repository of structured organic reaction records. The reactants are ClC=1C=C(C=C\C\2=N/CCN(C3=C2C=CC=C3)CC(=O)O)C=CC1Cl ((E)-5-(3,4-dichlorostyryl)-2,3-dihydro-1H-1,4-benzodiazepine-1-acetic acid), Cl.CN(CCCN=C=NCC)C (1-[3-(dimethylamino)propyl]-3-ethylcarbodiimide hydrochloride), O.ON1N=NC2=C1C=CC=C2 (1-hydroxybenzotriazole hydrate), COC1=CC=C(CN)C=C1 (4-methoxybenzylamine). Solvent: ClCCl (dichloromethane), ClCCl (dichloromethane). Conditions: time 54 hour. Product: Cl.CN1CCN=C(C2=C1C=CC=C2)/C=C/C2=CC=C(C(=O)NCC1=CC=C(C=C1)OC)C=C2 ((E)-4-[2-(2,3-dihydro-1-methyl-1H-1,4-benzodiazepin-5-yl)vinyl]-N-(4-methoxybenzyl)benzamide hydrochloride). Isolated yield 13.4%. Reaction SMILES: [Cl:1][C:2]1[CH:3]=[C:4]([CH:22]=[CH:23][C:24]=1Cl)[CH:5]=[CH:6][C:7]1=[N:8][CH2:9][CH2:10][N:11]([CH2:18]C(O)=O)[C:12]2[CH:17]=[CH:16][CH:15]=[CH:14][C:13]1=2.Cl.[CH3:27]N(C)CCCN=C=NCC.[OH2:38].ON1C2C=CC=CC=2N=N1.[CH3:49][O:50][C:51]1[CH:58]=[CH:57][C:54]([CH2:55][NH2:56])=[CH:53][CH:52]=1>ClCCl>[ClH:1].[CH3:18][N:11]1[C:12]2[CH:17]=[CH:16][CH:15]=[CH:14][C:13]=2[C:7](/[CH:6]=[CH:5]/[C:4]2[CH:22]=[CH:23][C:24]([C:27]([NH:56][CH2:55][C:54]3[CH:57]=[CH:58][C:51]([O:50][CH3:49])=[CH:52][CH:53]=3)=[O:38])=[CH:2][CH:3]=2)=[N:8][CH2:9][CH2:10]1 |f:1.2,3.4,7.8|. Procedure: A mixture of 50 mg (0.164 mmol) of (E)-5-(3,4-dichlorostyryl)-2,3-dihydro-1H-1,4-benzodiazepine-1-acetic acid, 38 mg (0.199 mmol) of 1-[3-(dimethylamino)propyl]-3-ethylcarbodiimide hydrochloride, 27 mg (0.199 mmol) of 1-hydroxybenzotriazole hydrate and 0.021 ml (0.145 mmol) of 4-methoxybenzylamine was stirred in 5 ml of dichloromethane for 3 hours at room temperature and then left to stand at 4° C. for 54 hours. The solution was diluted with dichloromethane and then sequentially washed with citr... Starting materials: CCCC1CCc2cc(C(=O)OC)[nH]c21, C1CCOC1, CO, [Li+], [OH-], O. Yields the product CCCC1CCc2cc(C(=O)O)[nH]c21. Reaction SMILES: [CH2:1]([CH2:2][CH3:3])[CH:4]1[CH2:5][CH2:6][c:7]2[c:8]1[nH:9][c:10]([C:12](=[O:13])[O:14][CH3:15])[cH:11]2.[CH2:21]1[O:22][CH2:23][CH2:24][CH2:25]1.[CH3:19][OH:20].[Li+:18].[OH-:17].[OH2:16]>>[CH2:1]([CH2:2][CH3:3])[CH:4]1[CH2:5][CH2:6][c:7]2[c:8]1[nH:9][c:10]([C:12](=[O:13])[OH:14])[cH:11]2. Starting materials: C(C)OC(=O)C=1NC2=CC=CC=C2C1 (1H-indole-2-carboxylic acid ethyl ester), ClCC1=CC=CC2=CC=C(C=C12)OC (1-chloromethyl-7-methoxy-naphthalene). Product: COC1=CC=C2C=CC=C(C2=C1)CN1C(=CC2=CC=CC=C12)C(=O)O (1-(7-Methoxy-naphthalen-1-ylmethyl)-1H-indole-2-carboxylic acid). RXN SMILES: C([O:3][C:4]([C:6]1[NH:7][C:8]2[C:13]([CH:14]=1)=[CH:12][CH:11]=[CH:10][CH:9]=2)=[O:5])C.Cl[CH2:16][C:17]1[C:26]2[C:21](=[CH:22][CH:23]=[C:24]([O:27][CH3:28])[CH:25]=2)[CH:20]=[CH:19][CH:18]=1>>[CH3:28][O:27][C:24]1[CH:25]=[C:26]2[C:21]([CH:20]=[CH:19][CH:18]=[C:17]2[CH2:16][N:7]2[C:8]3[C:13](=[CH:12][CH:11]=[CH:10][CH:9]=3)[CH:14]=[C:6]2[C:4]([OH:3])=[O:5])=[CH:22][CH:23]=1. Reported procedure: Using general procedure B, 1H-indole-2-carboxylic acid ethyl ester was coupled with 1-chloromethyl-7-methoxy-naphthalene (Lit. 12) and the product obtained was hydrolyzed to give the title compound as a white solid. MS: 330.1 ([M−H]−). As a reaction SMILES: [CH2:1]([C:3]1[C:10]([C:11]2[N:15]=[C:14]([C:16]3[CH:21]=[CH:20][C:19]([O:22][CH:23]([CH3:25])[CH3:24])=[C:18]([C:26]([F:29])([F:28])[F:27])[CH:17]=3)[S:13][N:12]=2)=[CH:9][CH:8]=[CH:7][C:4]=1[CH:5]=O)[CH3:2].C([O-])(=O)C.[Na+].Cl.[NH:36]1[CH2:39][CH:38]([C:40]([O:42]C)=[O:41])[CH2:37]1.C(O[BH-](OC(=O)C)OC(=O)C)(=O)C.[Na+]>ClCCl.CO>[CH2:1]([C:3]1[C:10]([C:11]2[N:15]=[C:14]([C:16]3[CH:21]=[CH:20][C:19]([O:22][CH:23]([CH3:24])[CH3:25])=[C:18]([C:26]([F:28])([F:29])[F:27])[CH:17]=3)[S:13][N:12]=2)=[CH:9][CH:8]=[CH:7][C:4]=1[CH2:5][N:36]1[CH2:37][CH:38]([C:40]([OH:42])=[O:41])[CH2:39]1)[CH3:2] |f:1.2,3.4,5.6|. Run at time 8 hour. Yields the product C(C)C1=C(C=CC=C1C1=NSC(=N1)C1=CC(=C(C=C1)OC(C)C)C(F)(F)F)CN1CC(C1)C(=O)O (1-[(2-ethyl-3-{5-[4-[(1-methylethyl)oxy]-3-(trifluoromethyl)phenyl]-1,2,4-thiadiazol-3-yl}phenyl)methyl]-3-azetidinecarboxylic acid). The solvent is ClCCl (dichloromethane), CO (methanol). Procedure: To a solution of 2-ethyl-3-{5-[4-[(1-methylethyl)oxy]-3-(trifluoromethyl)phenyl]-1,2,4-thiadiazol-3-yl}benzaldehyde (D47) (100 mg) in dichloromethane (DCM) (5 mL) and methanol (5.00 mL) was added sodium acetate (39.0 mg) and hydrogen chloride-methyl 3-azetidinecarboxylate (1:1) (72.1 mg). The reaction solution was stirred at room temperature for overnight. Sodium triacetoxyborohydride (101 mg) was added and the resulting solution was stirred at ambient temperature for 2 h. The solvent was remove... The reactants are C(C)(=O)O[BH-](OC(C)=O)OC(C)=O.[Na+] (Sodium triacetoxyborohydride), C(C)C1=C(C=O)C=CC=C1C1=NSC(=N1)C1=CC(=C(C=C1)OC(C)C)C(F)(F)F (2-ethyl-3-{5-[4-[(1-methylethyl)oxy]-3-(trifluoromethyl)phenyl]-1,2,4-thiadiazol-3-yl}benzaldehyde), C(C)(=O)[O-].[Na+] (sodium acetate), Cl.N1CC(C1)C(=O)OC (hydrogen chloride methyl 3-azetidinecarboxylate). The yield is 36.6%.